This data is from the Open Reaction Database (ORD), a public repository of structured organic reaction records. The task is: describe an organic reaction: reactants, conditions, products, and yield The product is COC(=O)c1cc(-c2ccc(OC)c(F)c2)nn(CC=Cc2ccc(Cl)cc2)c1=O. Starting materials: ClCC=Cc1ccc(Cl)cc1, COC(=O)c1cc(-c2ccc(OC)c(F)c2)n[nH]c1=O. Reaction SMILES: [Cl:21][c:22]1[cH:23][cH:24][c:25]([CH:26]=[CH:27][CH2:28][Cl:29])[cH:30][cH:31]1.[F:1][c:2]1[cH:3][c:4](-[c:10]2[cH:11][c:12]([C:17](=[O:18])[O:19][CH3:20])[c:13](=[O:16])[nH:14][n:15]2)[cH:5][cH:6][c:7]1[O:8][CH3:9]>>[F:1][c:2]1[cH:3][c:4](-[c:10]2[cH:11][c:12]([C:17](=[O:18])[O:19][CH3:20])[c:13](=[O:16])[n:14]([CH2:28][CH:27]=[CH:26][c:25]3[cH:24][cH:23][c:22]([Cl:21])[cH:31][cH:30]3)[n:15]2)[cH:5][cH:6][c:7]1[O:8][CH3:9]. The reactants are N1=C(C=CC=C1)[C@@H](C)OC(C)=O ((R)-acetic acid 1-(pyridin-2-yl)-ethyl ester), C([O-])([O-])=O.[K+].[K+] (potassium carbonate), N1=C(C=CC=C1)C(C)O ((±)-1-(pyridin-2-yl)-ethanol), powder, C(C)(=O)OC=C (vinyl acetate), acrylic resin. Solvent: CO (methanol), O (water), [Cl-].[Na+].O (brine), O(C(C)C)C(C)C (i-Pr2O). Yields the product N1=C(C=CC=C1)[C@@H](C)O ((R)-1-(Pyridin-2-yl)-ethanol). Isolated yield 89.0%. Reaction SMILES: [N:1]1[CH:6]=[CH:5][CH:4]=[CH:3][C:2]=1[CH:7]([OH:9])[CH3:8].C(OC=C)(=O)C.N1C=CC=CC=1[C@H](OC(=O)C)C.C(=O)([O-])[O-].[K+].[K+]>O(C(C)C)C(C)C.CO.O.[Cl-].[Na+].O>[N:1]1[CH:6]=[CH:5][CH:4]=[CH:3][C:2]=1[C@H:7]([OH:9])[CH3:8] |f:3.4.5,9.10.11|. Procedure details: Stir a mixture of (±)-1-(pyridin-2-yl)-ethanol (21.2 mmol), 4 A molecular sieves powder (3 g), vinyl acetate (6 mL) and lipase Candida Antarctica acrylic resin (0.87 g) in i-Pr2O (40 mL) at ambient temperature overnight-(J. Org. Chem. 1998, 63, 2481-2487; Synlett 1999, 41-44). Remove the solid residue by filtration. Evaporate the volatile substances and purify by chromatography eluting with hexane/EtOAc (7:3 to 1:1) to give the faster eluting (R)acetic acid 1-(pyridin-2-yl)-ethyl ester as colorl... Starting materials: COC1=CC=C(C=C1)C(CC(=O)C1=CC=C(C=C1)OC)=O (1,3-di(4-methoxyphenyl)propane-1,3-dione), COC1=CC=C(C=C1)NN (4-methoxyphenyl hydrazine), Cl (HCl). The solvent is C(C)O (ethanol). The product is COC1=CC=C(C=C1)N1N=C(C=C1C1=CC=C(C=C1)OC)C1=CC=C(C=C1)OC (1-[1,5-bis(4-methoxyphenyl)pyrazol-3-yl]-4methoxybenzene). Reaction SMILES: [CH3:1][O:2][C:3]1[CH:8]=[CH:7][C:6]([C:9](=O)[CH2:10][C:11]([C:13]2[CH:18]=[CH:17][C:16]([O:19][CH3:20])=[CH:15][CH:14]=2)=O)=[CH:5][CH:4]=1.[CH3:22][O:23][C:24]1[CH:29]=[CH:28][C:27]([NH:30][NH2:31])=[CH:26][CH:25]=1.Cl>C(O)C>[CH3:22][O:23][C:24]1[CH:29]=[CH:28][C:27]([N:30]2[C:9]([C:6]3[CH:7]=[CH:8][C:3]([O:2][CH3:1])=[CH:4][CH:5]=3)=[CH:10][C:11]([C:13]3[CH:18]=[CH:17][C:16]([O:19][CH3:20])=[CH:15][CH:14]=3)=[N:31]2)=[CH:26][CH:25]=1. Procedure details: A mixture of the 1,3-diketone obtained in step 1 (1.0 equiv.), 4-methoxyphenyl hydrazine (1.5 equiv.), conc. HCl aq. (catalytic amount) and ethanol was heated to reflux overnight. Cooled to rt and removed solvent in vacuo. Water and ethyl acetate were added. The organic layer was separated, washed with dil. HCI, brine, dried, filtered and the solvent was concentrated in vacuo to give the product 1-[1,5-bis(4-methoxyphenyl)pyrazol-3-yl]-4methoxybenzene. Reactants: N[C@H](CCCCN)C(=O)O (D-Lys), N[C@@H](CCSC)C(=O)O (Met), N[C@H](CCCN)C(=O)O (D-Orn), D-homo-Arg, N[C@H]([C@H](C)CC)C(=O)O (D-Ile), N[C@@H](CCCN)C(=O)O (Orn), N[C@@H]([C@@H](C)CC)C(=O)O (Ile), N[C@@H](CCCNC(N)=N)C(=O)O (Arg), N[C@H](CCCNC(N)=N)C(=O)O (D-Arg), N[C@H](CCSC)C(=O)O (D-Met). Yields the product N[C@@H](CCCCN)C(=O)O (Lysine). As a reaction SMILES: [NH2:1][C@@H:2]([C:8]([OH:10])=[O:9])[CH2:3][CH2:4][CH2:5][CH2:6][NH2:7].N[C@H](C(O)=O)CCCNC(=N)N.N[C@@H](C(O)=O)CCCNC(=N)N.N[C@H](C(O)=O)CCSC.N[C@@H](C(O)=O)CCSC.N[C@H](C(O)=O)[C@H](CC)C.N[C@@H](C(O)=O)[C@@H](CC)C.N[C@H](C(O)=O)CCCN.N[C@@H](C(O)=O)CCCN>>[NH2:1][C@H:2]([C:8]([OH:10])=[O:9])[CH2:3][CH2:4][CH2:5][CH2:6][NH2:7]. Procedure details: replace with: D-Lys, Arg, D-Arg, Homo-arg, D-homo-Arg, Met, D-Met, Ile, D-Ile, Orn, D-Orn;